From a dataset of the Open Reaction Database (ORD), a public repository of structured organic reaction records. describe an organic reaction: reactants, conditions, products, and yield The reactants are C1CCOC1, COC(=O)c1ccc(N)cc1Cl, S=C=NCCCl. Product: COC(=O)c1ccc(NC2=NCCS2)cc1Cl. RXN SMILES: [CH2:19]1[O:20][CH2:21][CH2:22][CH2:23]1.[CH3:1][O:2][C:3]([c:4]1[c:5]([Cl:11])[cH:6][c:7]([NH2:10])[cH:8][cH:9]1)=[O:12].[Cl:13][CH2:14][CH2:15][N:16]=[C:17]=[S:18]>>[CH3:1][O:2][C:3]([c:4]1[c:5]([Cl:11])[cH:6][c:7]([NH:10][C:17]2=[N:16][CH2:15][CH2:14][S:18]2)[cH:8][cH:9]1)=[O:12]. Reactants: FC=1C=C(C=C(C1)OC(C(F)F)(F)F)[C@@](CC1=CC=CC=C1)(C1=CC=C(C=C1)F)N[S@](=O)C(C)(C)C ((R)—N—((R)-1-(3-fluoro-5-(1,1,2,2-tetrafluoroethoxy)phenyl)-1-(4-fluorophenyl)-2-phenylethyl)-2-methylpropane-2-sulfinamide), CO (MeOH). Solvent: Cl (HCl), O1CCOCC1 (dioxane). Product: FC=1C=C(C=C(C1)OC(C(F)F)(F)F)[C@](CC1=CC=CC=C1)(N)C1=CC=C(C=C1)F ((R)-1-(3-fluoro-5-(1,1,2,2-tetrafluoroethoxy)phenyl)-1-(4-fluorophenyl)-2-phenylethanamine). Yield: 89.9%. Reaction SMILES: [F:1][C:2]1[CH:3]=[C:4]([C@:15]([NH:30][S@@](C(C)(C)C)=O)([C:23]2[CH:28]=[CH:27][C:26]([F:29])=[CH:25][CH:24]=2)[CH2:16][C:17]2[CH:22]=[CH:21][CH:20]=[CH:19][CH:18]=2)[CH:5]=[C:6]([O:8][C:9]([F:14])([F:13])[CH:10]([F:12])[F:11])[CH:7]=1.CO>Cl.O1CCOCC1>[F:1][C:2]1[CH:3]=[C:4]([C@@:15]([C:23]2[CH:28]=[CH:27][C:26]([F:29])=[CH:25][CH:24]=2)([NH2:30])[CH2:16][C:17]2[CH:22]=[CH:21][CH:20]=[CH:19][CH:18]=2)[CH:5]=[C:6]([O:8][C:9]([F:14])([F:13])[CH:10]([F:12])[F:11])[CH:7]=1. Procedure: (R)—N—((R)-1-(3-fluoro-5-(1,1,2,2-tetrafluoroethoxy)phenyl)-1-(4-fluorophenyl)-2-phenylethyl)-2-methylpropane-2-sulfinamide (234 mg, 0.442 mmol) was stirred in 4N HCl in dioxane (1.5 mL) and MeOH (1.5 mL) at room temperature under Ar for 10 min. The reaction mixture was concentrated, and then purified by flash chromatography (silica gel, hexanes/EtOAc) to give (R)-1-(3-fluoro-5-(1,1,2,2-tetrafluoroethoxy)phenyl)-1-(4-fluorophenyl)-2-phenylethanamine (169 mg, 90%). LC-MS (ESI) 409.16 (M-NH3+H), r... The reactants are C(C1=CC=CC=C1)OC(=O)CCCOC1=CC=C(C=C1)B(O)O (4-(3-Benzyloxycarbonyl-propoxy)-phenylboronic acid), B(O)(O)C1=CC=C(C=C1)CCCC(=O)O (4-(4-Boronophenyl)-butyric acid), C(C1=CC=CC=C1)Br (benzyl bromide). The product is C(C1=CC=CC=C1)OC(=O)CCCC1=CC=C(C=C1)B(O)O (4-(3-Benzyloxycarbonyl-propyl)-phenylboronic acid). Yield: 69.0%. Reaction SMILES: [CH2:1]([O:8][C:9]([CH2:11][CH2:12][CH2:13]OC1C=CC(B(O)O)=CC=1)=[O:10])[C:2]1[CH:7]=[CH:6][CH:5]=[CH:4][CH:3]=1.[B:24]([C:27]1[CH:32]=[CH:31][C:30](CCCC(O)=O)=[CH:29][CH:28]=1)([OH:26])[OH:25].C(Br)C1C=CC=CC=1>>[CH2:1]([O:8][C:9]([CH2:11][CH2:12][CH2:13][C:30]1[CH:31]=[CH:32][C:27]([B:24]([OH:26])[OH:25])=[CH:28][CH:29]=1)=[O:10])[C:2]1[CH:3]=[CH:4][CH:5]=[CH:6][CH:7]=1. Reported procedure: Using a procedure analogous to that used to prepare 1B, 2B (212 mg, 1:1 mixture of 2B and 2A) was reacted with benzyl bromide to afford 2C (90 mg, 69%) as a white solid. 1H NMR (400 MHz, CDCl3) δ 1.92 (m, 2H), 2.33 (t, J=7.0 Hz, 2H), 2.62 (t, 2H), 5.08 (s, 2H), 7.11 (d, 2H), 7.25-7.35 (m, 5H), 7.69 (d, 2H). The reactants are COC1=C(C=C(C=C1OC)NC1=NC=CC(=N1)SC1=CC=C(C=C1)F)O (N-(4,5-dimethoxy-3-hydroxyphenyl)-4-(4-fluorophenylsulphanyl)-2-pyrimidineamine), C(OCC)([O-])=O (ethyl carbonate), C([O-])([O-])=O.[K+].[K+] (potassium carbonate), CCCCCC.C(C)(=O)OCC (hexane ethyl acetate). Run in CN(C)C=O (DMF). The product is COC1=C(C=C(C=C1OC)NC1=NC=CC(=N1)SC1=CC=C(C=C1)F)OCCO (N-[4,5-Dimethoxy-3-(2-hydroxyethoxy)phenyl]-4-(4-fluorophenylsulphanyl)pyrimidine-2-amine), desired compound. Reaction SMILES: [CH3:1][O:2][C:3]1[C:8]([O:9][CH3:10])=[CH:7][C:6]([NH:11][C:12]2[N:17]=[C:16]([S:18][C:19]3[CH:24]=[CH:23][C:22]([F:25])=[CH:21][CH:20]=3)[CH:15]=[CH:14][N:13]=2)=[CH:5][C:4]=1[OH:26].[C:27](=O)([O-])[O:28]CC.[C:33](=O)([O-])[O-].[K+].[K+].CCCCCC.C(OCC)(=O)C>CN(C=O)C>[CH3:1][O:2][C:3]1[C:4]([O:26][CH3:33])=[CH:5][C:6]([NH:11][C:12]2[N:17]=[C:16]([S:18][C:19]3[CH:24]=[CH:23][C:22]([F:25])=[CH:21][CH:20]=3)[CH:15]=[CH:14][N:13]=2)=[CH:7][C:8]=1[O:9][CH2:10][CH2:27][OH:28] |f:2.3.4,5.6|. Procedure: N-[4,5-Dimethoxy-3-(2-hydroxyethoxy)phenyl]-4-(4-fluorophenylsulphanyl)pyrimidine-2-amine was prepared by treating a solution of N-(4,5-dimethoxy-3-hydroxyphenyl)-4-(4-fluorophenylsulphanyl)-2-pyrimidineamine (2.23 g, 60 mmol) and ethyl carbonate (0.79 g, 90 mmol) in dry DMF (25 ml) with potassium carbonate (1.66 h, 120 mmol) and heating the resulting mixture at 100° for 16 h. The reaction was concentrated under reduced pressure and the residue partitioned between ethly acetate and water. The aq... Starting materials: [BH4-], C1CCNC1, CC(=O)O, CO, COCCCS(=O)(=O)N1CCC(c2c[nH]c3c(C(N)=O)cc(-c4csc(C=O)c4)cc23)CC1, ClCCl, [Na+]. The product is COCCCS(=O)(=O)N1CCC(c2c[nH]c3c(C(N)=O)cc(-c4csc(CN5CCCC5)c4)cc23)CC1. As a reaction SMILES: [BH4-:43].[CH2:34]1[CH2:35][CH2:36][NH:37][CH2:38]1.[CH3:39][C:40](=[O:41])[OH:42].[CH3:48][OH:49].[CH:1](=[O:2])[c:3]1[cH:4][c:5](-[c:8]2[cH:9][c:10]3[c:11]([CH:20]4[CH2:21][CH2:22][N:23]([S:26](=[O:27])(=[O:28])[CH2:29][CH2:30][CH2:31][O:32][CH3:33])[CH2:24][CH2:25]4)[cH:12][nH:13][c:14]3[c:15]([C:17](=[O:18])[NH2:19])[cH:16]2)[cH:6][s:7]1.[Cl:45][CH2:46][Cl:47].[Na+:44]>>[CH2:1]([c:3]1[cH:4][c:5](-[c:8]2[cH:9][c:10]3[c:11]([CH:20]4[CH2:21][CH2:22][N:23]([S:26](=[O:27])(=[O:28])[CH2:29][CH2:30][CH2:31][O:32][CH3:33])[CH2:24][CH2:25]4)[cH:12][nH:13][c:14]3[c:15]([C:17](=[O:18])[NH2:19])[cH:16]2)[cH:6][s:7]1)[N:37]1[CH2:36][CH2:35][CH2:34][CH2:38]1. Starting materials: CC(C)(C)Cn1c(Cc2ccc(CBr)cc2)cc2cnc(C#N)nc21, CCN1CCNCC1, CO, CCOC(C)=O, ClCCl, CN(C)C=O. The product is CCN1CCN(Cc2ccc(Cc3cc4cnc(C#N)nc4n3CC(C)(C)C)cc2)CC1. Reaction SMILES: [Br:9][CH2:10][c:11]1[cH:12][cH:13][c:14]([CH2:15][c:16]2[cH:17][c:18]3[c:19]([n:20][c:21]([C:24]#[N:25])[n:22][cH:23]3)[n:26]2[CH2:27][C:28]([CH3:29])([CH3:30])[CH3:31])[cH:32][cH:33]1.[CH2:1]([CH3:2])[N:3]1[CH2:4][CH2:5][NH:6][CH2:7][CH2:8]1.[CH3:37][OH:38].[CH3:44][CH2:45][O:46][C:47]([CH3:48])=[O:49].[Cl:34][CH2:35][Cl:36].[O:39]=[CH:40][N:41]([CH3:42])[CH3:43]>>[CH2:1]([CH3:2])[N:3]1[CH2:4][CH2:5][N:6]([CH2:10][c:11]2[cH:12][cH:13][c:14]([CH2:15][c:16]3[cH:17][c:18]4[c:19]([n:20][c:21]([C:24]#[N:25])[n:22][cH:23]4)[n:26]3[CH2:27][C:28]([CH3:29])([CH3:30])[CH3:31])[cH:32][cH:33]2)[CH2:7][CH2:8]1. The reactants are ClC=1C=CC(=C(C1)C1=CC(N(C=C1OC)CC(=O)OC(C)(C)C)=O)C#N (tert-butyl [4-(5-chloro-2-cyanophenyl)-5-methoxy-2-oxopyridin-1(2H)-yl]acetate), BrCC#C (3-bromoprop-1-yne). The product is ClC=1C=CC(=C(C1)C1=CC(N(C=C1OC)C(C(=O)OC(C)(C)C)CC#C)=O)C#N (tert-Butyl 2-[4-(5-chloro-2-cyanophenyl)-5-methoxy-2-oxopyridin-1(2H)-yl]pent-4-ynoate). Reaction SMILES: [Cl:1][C:2]1[CH:3]=[CH:4][C:5]([C:25]#[N:26])=[C:6]([C:8]2[C:13]([O:14][CH3:15])=[CH:12][N:11]([CH2:16][C:17]([O:19][C:20]([CH3:23])([CH3:22])[CH3:21])=[O:18])[C:10](=[O:24])[CH:9]=2)[CH:7]=1.Br[CH2:28][C:29]#[CH:30]>>[Cl:1][C:2]1[CH:3]=[CH:4][C:5]([C:25]#[N:26])=[C:6]([C:8]2[C:13]([O:14][CH3:15])=[CH:12][N:11]([CH:16]([CH2:30][C:29]#[CH:28])[C:17]([O:19][C:20]([CH3:21])([CH3:22])[CH3:23])=[O:18])[C:10](=[O:24])[CH:9]=2)[CH:7]=1. Procedure details: 309 mg (0.8 mmol) of tert-butyl [4-(5-chloro-2-cyanophenyl)-5-methoxy-2-oxopyridin-1(2H)-yl]acetate and 155 mg (1.04 mmol) of 3-bromoprop-1-yne were reacted according to General Method 7A. Yield: 288 mg (87% of theory) Starting materials: COCCBr (2-bromoethyl methyl ether), COCCBr (2-bromoethyl methyl ether), Cl.Cl.IC1=NN(C2=NC=NC(=C21)N)C2CCNCC2 (3-iodo-1-(4-piperidyl)-1H-pyrazolo[3,4-d]pyrimidin-4-amine dihydrochloride), C([O-])([O-])=O.[K+].[K+] (potassium carbonate), COCCBr (2-bromoethyl methyl ether). The reagents and catalysts are [I-].[K+] (potassium iodide). Run in CN(C=O)C (N,N-dimethylformamide). Run at temperature 60 celsius, time 7 hour. Product: IC1=NN(C2=NC=NC(=C21)N)C2CCN(CC2)CCOC (3-iodo-1-[1-(2-methoxyethyl)-4-piperidyl]-1H-pyrazolo[3,4-d]pyrimidin-4-amine). Isolated yield 52.1%. Reaction SMILES: Cl.Cl.[I:3][C:4]1[C:12]2[C:7](=[N:8][CH:9]=[N:10][C:11]=2[NH2:13])[N:6]([CH:14]2[CH2:19][CH2:18][NH:17][CH2:16][CH2:15]2)[N:5]=1.C(=O)([O-])[O-].[K+].[K+].[CH3:26][O:27][CH2:28][CH2:29]Br>CN(C)C=O.[I-].[K+]>[I:3][C:4]1[C:12]2[C:7](=[N:8][CH:9]=[N:10][C:11]=2[NH2:13])[N:6]([CH:14]2[CH2:19][CH2:18][N:17]([CH2:29][CH2:28][O:27][CH3:26])[CH2:16][CH2:15]2)[N:5]=1 |f:0.1.2,3.4.5,8.9|. Reported procedure: To a mixture of 3-iodo-1-(4-piperidyl)-1H-pyrazolo[3,4-d]pyrimidin-4-amine dihydrochloride (0.4 g, 0.00096 mol) and potassium carbonate (0.40 g, 0.0029 mol) in N,N-dimethylformamide (25 mL) was added 2-bromoethyl methyl ether (0.09 mL, 0.00096 mol) at room temperature. The heterogeneous mixture was stirred at 60° C. under an atmosphere of nitrogen for 7 hours. The reaction mixture was cooled to room temperature, and 2-bromoethyl methyl ether (0.045 mL, 0.00048 mol) was added. The mixture was sti... Reactants: C(C)(C)(C)OC(C[C@@H](CCCC1CCCCC1)C1=NC(=NO1)C(=O)OCC)=O (ethyl 5-{(1R)-1-[2-(tert-butoxy)-2-oxoethyl]-4-cyclohexylbutyl}-1,2,4-oxadiazole-3-carboxylate), N (ammonia). Solvent: C(C)O (ethanol). The product is NC(=O)C1=NOC(=N1)[C@@H](CC(=O)OC(C)(C)C)CCCC1=CC=CC=C1 (tert-Butyl (3R)-3-[3-(aminocarbonyl)-1,2,4-oxadiazol-5-yl]-6-phenylhexanoate). RXN SMILES: [C:1]([O:5][C:6](=[O:28])[CH2:7][C@H:8]([C:18]1[O:22][N:21]=[C:20]([C:23](OCC)=[O:24])[N:19]=1)[CH2:9][CH2:10][CH2:11][CH:12]1[CH2:17][CH2:16][CH2:15][CH2:14][CH2:13]1)([CH3:4])([CH3:3])[CH3:2].[NH3:29]>C(O)C>[NH2:29][C:23]([C:20]1[N:19]=[C:18]([C@H:8]([CH2:9][CH2:10][CH2:11][C:12]2[CH:17]=[CH:16][CH:15]=[CH:14][CH:13]=2)[CH2:7][C:6]([O:5][C:1]([CH3:4])([CH3:3])[CH3:2])=[O:28])[O:22][N:21]=1)=[O:24]. Reported procedure: A solution of ethyl 5-{(1R)-1-[2-(tert-butoxy)-2-oxoethyl]-4-cyclohexylbutyl}-1,2,4-oxadiazole-3-carboxylate (Preparation 27) (400 mg, 1.01 mmol) in ethanol saturated with ammonia gas (20 ml) was stirred at room temperature for 18 hours. The solvent was removed under reduced pressure and the residue was purified by column chromatography on silica gel eluting with a gradient system of hexane:ethyl acetate (90:10) gradually changing to hexane:ethyl acetate (60:40) to afford the title compound as a... Starting materials: O=C(O)C1Oc2ccc(Cl)cc2Cc2cc(Cl)ccc2O1, NCc1cccnc1, O, O=S(Cl)Cl, c1ccccc1. Product: O=C(NCc1cccnc1)C1Oc2ccc(Cl)cc2Cc2cc(Cl)ccc2O1. As a reaction SMILES: [Cl:1][c:2]1[cH:3][c:4]2[c:5]([cH:20][cH:21]1)[O:6][CH:7]([C:17](=[O:18])[OH:19])[O:8][c:9]1[c:10]([cH:12][c:13]([Cl:16])[cH:14][cH:15]1)[CH2:11]2.[NH2:26][CH2:27][c:28]1[cH:29][n:30][cH:31][cH:32][cH:33]1.[OH2:34].[S:22]([Cl:23])([Cl:24])=[O:25].[cH:35]1[cH:36][cH:37][cH:38][cH:39][cH:40]1>>[Cl:1][c:2]1[cH:3][c:4]2[c:5]([cH:20][cH:21]1)[O:6][CH:7]([C:17](=[O:18])[NH:26][CH2:27][c:28]1[cH:29][n:30][cH:31][cH:32][cH:33]1)[O:8][c:9]1[c:10]([cH:12][c:13]([Cl:16])[cH:14][cH:15]1)[CH2:11]2.